From a dataset of the Open Reaction Database (ORD), a public repository of structured organic reaction records. describe an organic reaction: reactants, conditions, products, and yield Reactants: 20, CC1=NC(=NN1C1=CC=C(C=C1)N)SC (4-[5-methyl-3-(methylthio)-1H-1,2,4-triazol-1-yl]benzenamine). Reagents/catalysts: [Ni] (Raney-nickel). Solvent: CO (methanol). Reaction conditions: time 4 hour. Product: CC1=NC=NN1C1=CC=C(C=C1)N (4-(5-methyl-1H-1,2,4-triazol-1-yl)benzenamine). Yield: 47.0%. As a reaction SMILES: [CH3:1][C:2]1[N:6]([C:7]2[CH:12]=[CH:11][C:10]([NH2:13])=[CH:9][CH:8]=2)[N:5]=[C:4](SC)[N:3]=1>[Ni].CO>[CH3:1][C:2]1[N:6]([C:7]2[CH:12]=[CH:11][C:10]([NH2:13])=[CH:9][CH:8]=2)[N:5]=[CH:4][N:3]=1. Procedure: A mixture of 20 parts of 4-[5-methyl-3-(methylthio)-1H-1,2,4-triazol-1-yl]benzenamine, 15 parts of Raney-nickel catalyst and 400 parts of methanol is stirred and refluxed for 2 hours. The Raney-nickel is filtered off and another 15 parts of the catalyst are added. Stirring at reflux is continued for 4 hours. The reaction mixture is filtered, washed on the filter with methanol and the filtrate is evaporated. The residue is crystallized from a mixture of 4-methyl-2-pentanone, 2,2'-oxybispropane an... Reactants: C=C(Cc1ccccc1)C(=O)OCc1ccccc1, CC#N, c1c[nH]cn1. Yields the product O=C(OCc1ccccc1)C(Cc1ccccc1)Cn1ccnc1. RXN SMILES: [CH2:1]([c:2]1[cH:3][cH:4][cH:5][cH:6][cH:7]1)[C:8]([C:9](=[O:10])[O:11][CH2:12][c:13]1[cH:14][cH:15][cH:16][cH:17][cH:18]1)=[CH2:19].[CH3:25][C:26]#[N:27].[nH:20]1[cH:21][n:22][cH:23][cH:24]1>>[CH2:1]([c:2]1[cH:3][cH:4][cH:5][cH:6][cH:7]1)[CH:8]([C:9](=[O:10])[O:11][CH2:12][c:13]1[cH:14][cH:15][cH:16][cH:17][cH:18]1)[CH2:19][n:20]1[cH:21][n:22][cH:23][cH:24]1.